From a dataset of the Open Reaction Database (ORD), a public repository of structured organic reaction records. describe an organic reaction: reactants, conditions, products, and yield Yields the product C(C1=CC=CC=C1)OC1=CC(N(C=N1)CC(C1=CC=C(C=C1)CN1CCCC1)=O)=O (6-Benzyloxy-3-[2-oxo-2-(4-pyrrolidin-1-ylmethyl-phenyl)-ethyl]-3H-pyrimidin-4-one). Solvent: CN(C)C=O (DMF). Procedure: To 52 mg (0.13 mmol) 6-benzyloxy-3-[2-(4-bromomethyl-phenyl)-2-oxo-ethyl]-3H-pyrimidin-4-one (preparation 20b) in 2.00 mL of DMF is added 42 μL (0.50 mmol) pyrrolidine. The reaction mixture is stirred 30 min at RT and is directly purified by HPLC (Waters Xbridge; water (0.1% formic acid)/acetonitrile (0.1% formic acid) 95:5 to 0:100). Run at time 30 minute. The reactants are C(C1=CC=CC=C1)OC1=CC(N(C=N1)CC(=O)C1=CC=C(C=C1)CBr)=O (6-Benzyloxy-3-[2-(4-bromomethyl-phenyl)-2-oxo-ethyl]-3H-pyrimidin-4-one), N1CCCC1 (pyrrolidine). RXN SMILES: [CH2:1]([O:8][C:9]1[N:14]=[CH:13][N:12]([CH2:15][C:16]([C:18]2[CH:23]=[CH:22][C:21]([CH2:24]Br)=[CH:20][CH:19]=2)=[O:17])[C:11](=[O:26])[CH:10]=1)[C:2]1[CH:7]=[CH:6][CH:5]=[CH:4][CH:3]=1.[NH:27]1[CH2:31][CH2:30][CH2:29][CH2:28]1>CN(C=O)C>[CH2:1]([O:8][C:9]1[N:14]=[CH:13][N:12]([CH2:15][C:16](=[O:17])[C:18]2[CH:23]=[CH:22][C:21]([CH2:24][N:27]3[CH2:31][CH2:30][CH2:29][CH2:28]3)=[CH:20][CH:19]=2)[C:11](=[O:26])[CH:10]=1)[C:2]1[CH:7]=[CH:6][CH:5]=[CH:4][CH:3]=1.